Dataset: the Open Reaction Database (ORD), a public repository of structured organic reaction records. Task: describe an organic reaction: reactants, conditions, products, and yield Starting materials: C(C)(=O)OCC (ethyl acetate), C(=O)C1=C(C=CC(=C1)C(F)(F)F)NC(C(C)(C)C)=O (N-(2-formyl-4-trifluoromethylphenyl)-2,2-dimethylpropanamide), [H-].[Li+] (lithium hydride), FC(/C=C/C(=O)OCC)(F)F (ethyl 4,4,4-trifluorocrotonate). The solvent is CS(=O)C (dimethyl sulfoxide). Run at temperature 30 celsius. Product: FC(C=1C=C2C=C(C(NC2=CC1)C(F)(F)F)C(=O)OCC)(F)F (ethyl 6-trifluoromethyl-1,2-dihydro-2-(trifluoromethyl)-3-quinolinecarboxylate). Isolated yield 1.1%. Reaction SMILES: [CH:1]([C:3]1[CH:8]=[C:7]([C:9]([F:12])([F:11])[F:10])[CH:6]=[CH:5][C:4]=1[NH:13]C(=O)C(C)(C)C)=O.[H-].[Li+].[F:22][C:23]([F:32])([F:31])/[CH:24]=[CH:25]/[C:26]([O:28][CH2:29][CH3:30])=[O:27].C(OCC)(=O)C>CS(C)=O>[F:10][C:9]([F:11])([F:12])[C:7]1[CH:8]=[C:3]2[C:4](=[CH:5][CH:6]=1)[NH:13][CH:24]([C:23]([F:31])([F:32])[F:22])[C:25]([C:26]([O:28][CH2:29][CH3:30])=[O:27])=[CH:1]2 |f:1.2|. Reported procedure: To a suspension of N-(2-formyl-4-(trifluoromethylphenyl)-2,2-dimethyl propanamide (Step 2) (921 mg, 3.7 mol) and lithium hydride (115 mg, 14.5 mmol) in dimethyl sulfoxide (10 mL) was added ethyl 4,4,4-trifluorocrotonate (2.83 g, 16.8 mmol) and the contents warmed to 30° C. for 4 hours. After the addition of ethyl acetate (50 mL), the reaction was washed with water (2×30 mL), saturated ammonium chloride solution (2×30 mL), dried over sodium sulfate and filtered. The filtrate was concentrated in v... Reactants: CCCCO, CCOC(C)=O, CCN(C(C)C)C(C)C, O=[N+]([O-])c1ccc(Cl)nc1Nc1cc(C2CC2)[nH]n1, Cl, CC(N)c1ccc(F)cn1. Yields the product CC(Nc1ccc([N+](=O)[O-])c(Nc2cc(C3CC3)[nH]n2)n1)c1ccc(F)cn1. Reaction SMILES: [CH2:40]([OH:41])[CH2:42][CH2:43][CH3:44].[CH3:45][CH2:46][O:47][C:48](=[O:49])[CH3:50].[CH:31]([N:32]([CH:33]([CH3:34])[CH3:35])[CH2:36][CH3:37])([CH3:38])[CH3:39].[Cl:1][c:2]1[cH:3][cH:4][c:5]([N+:17](=[O:18])[O-:19])[c:6]([NH:8][c:9]2[n:10][nH:11][c:12]([CH:14]3[CH2:15][CH2:16]3)[cH:13]2)[n:7]1.[ClH:20].[F:21][c:22]1[cH:23][cH:24][c:25]([CH:28]([CH3:29])[NH2:30])[n:26][cH:27]1>>[c:2]1([NH:30][CH:28]([c:25]2[cH:24][cH:23][c:22]([F:21])[cH:27][n:26]2)[CH3:29])[cH:3][cH:4][c:5]([N+:17](=[O:18])[O-:19])[c:6]([NH:8][c:9]2[n:10][nH:11][c:12]([CH:14]3[CH2:15][CH2:16]3)[cH:13]2)[n:7]1. The reactants are O=C([O-])[O-], CNCc1ccccc1, CC(=O)CC(C)C, CC(C)Br, [K+], [K+]. Yields the product CC(C)N(C)Cc1ccccc1. RXN SMILES: [C:10](=[O:11])([O-:12])[O-:13].[CH3:1][NH:2][CH2:3][c:4]1[cH:5][cH:6][cH:7][cH:8][cH:9]1.[CH3:20][CH:21]([CH3:22])[CH2:23][C:24](=[O:25])[CH3:26].[CH:16]([CH3:17])([CH3:18])[Br:19].[K+:14].[K+:15]>>[CH3:1][N:2]([CH2:3][c:4]1[cH:5][cH:6][cH:7][cH:8][cH:9]1)[CH:16]([CH3:17])[CH3:18]. Procedure details: A mixture of 4-chloromethyl-2-phenylthiazole monohydrochloride (2.46 g), 1-benzhydrylpiperazine (2.52 g) and potassium carbonate (1.4 g) in N,N-dimethylformamide (40 ml) was stirred at 70° C. for 2 hours. After the reaction mixture was poured into ice-water, it was extracted with ethyl acetate. The extract was washed with water, dried over anhydrous magnesium sulfate and then evaporated to give an oil of 4-(4-benzhydrylpiperazin-1-ylmethyl)-2-phenylthiazole, which was transformed into its hydroc... As a reaction SMILES: Cl.Cl[CH2:3][C:4]1[N:5]=[C:6]([C:9]2[CH:14]=[CH:13][CH:12]=[CH:11][CH:10]=2)[S:7][CH:8]=1.[CH:15]([N:28]1[CH2:33][CH2:32][NH:31][CH2:30][CH2:29]1)([C:22]1[CH:27]=[CH:26][CH:25]=[CH:24][CH:23]=1)[C:16]1[CH:21]=[CH:20][CH:19]=[CH:18][CH:17]=1.C(=O)([O-])[O-].[K+].[K+]>CN(C)C=O>[CH:15]([N:28]1[CH2:33][CH2:32][N:31]([CH2:3][C:4]2[N:5]=[C:6]([C:9]3[CH:14]=[CH:13][CH:12]=[CH:11][CH:10]=3)[S:7][CH:8]=2)[CH2:30][CH2:29]1)([C:22]1[CH:27]=[CH:26][CH:25]=[CH:24][CH:23]=1)[C:16]1[CH:21]=[CH:20][CH:19]=[CH:18][CH:17]=1 |f:0.1,3.4.5|. Run in CN(C=O)C (N,N-dimethylformamide). Yields the product C(C1=CC=CC=C1)(C1=CC=CC=C1)N1CCN(CC1)CC=1N=C(SC1)C1=CC=CC=C1 (4-(4-benzhydrylpiperazin-1-ylmethyl)-2-phenylthiazole). Reactants: ice water, Cl.ClCC=1N=C(SC1)C1=CC=CC=C1 (4-chloromethyl-2-phenylthiazole monohydrochloride), C(C1=CC=CC=C1)(C1=CC=CC=C1)N1CCNCC1 (1-benzhydrylpiperazine), C([O-])([O-])=O.[K+].[K+] (potassium carbonate). Run at temperature 70 celsius, time 2 hour. Reactants: ClCC1=C(C=NN1C)[N+](=O)[O-] (5-(chloromethyl)-1-methyl-4-nitro-1H-pyrazole), [Li+].[Br-] (LiBr). Product: BrCC1=C(C=NN1C)[N+](=O)[O-] (5-(bromomethyl)-1-methyl-4-nitro-1H-pyrazole). Yield: 70.0%. RXN SMILES: Cl[CH2:2][C:3]1[N:7]([CH3:8])[N:6]=[CH:5][C:4]=1[N+:9]([O-:11])=[O:10].[Li+].[Br-:13]>>[Br:13][CH2:2][C:3]1[N:7]([CH3:8])[N:6]=[CH:5][C:4]=1[N+:9]([O-:11])=[O:10] |f:1.2|. Reported procedure: Reaction of 5-(chloromethyl)-1-methyl-4-nitro-1H-pyrazole (80 mg, 0.54 mmol) with LiBr according to general procedure B gave 5-(bromomethyl)-1-methyl-4-nitro-1H-pyrazole (70 mg, 70%) as a white crystalline solid, m.p. 71-73° C. 1H NMR (CDCl3, 400 MHz) δ 8.08 (s, 1H), 4.82 (s, 2H), 3.95 (s, 3H). Analysis found: C, 27.76; H, 3.08; N, 18.99. C5H6BrN3O2.0.02hexane requires: C, 27.73; H, 2.86; N, 18.95. HRMS (FAB+) found: 219.97223, 221.97012 (M+1), calcd. for C5H279/81BrN3O2: 219.97216, 221.97012. The reactants are COC(C1=CC(=CC=C1)SC1=C(NC2=CC(=CC=C12)Cl)C)=O (3-(6-chloro-2-methyl-1H-indol-3-ylsulfanyl)-benzoic acid methyl ester), BrC=1C=CC(=NC1)C(F)(F)F (5-bromo-2-trifluoromethylpyridine). Yields the product COC(C1=CC(=CC=C1)SC1=C(N(C2=CC(=CC=C12)Cl)C=1C=NC(=CC1)C(F)(F)F)C)=O (3-[6-Chloro-2-methyl-1-(6-trifluoromethyl-pyridin-3-yl)-1H-indol-3-ylsulfanyl]-benzoic acid methyl ester). Reaction SMILES: [CH3:1][O:2][C:3](=[O:22])[C:4]1[CH:9]=[CH:8][CH:7]=[C:6]([S:10][C:11]2[C:19]3[C:14](=[CH:15][C:16]([Cl:20])=[CH:17][CH:18]=3)[NH:13][C:12]=2[CH3:21])[CH:5]=1.Br[C:24]1[CH:25]=[CH:26][C:27]([C:30]([F:33])([F:32])[F:31])=[N:28][CH:29]=1>>[CH3:1][O:2][C:3](=[O:22])[C:4]1[CH:9]=[CH:8][CH:7]=[C:6]([S:10][C:11]2[C:19]3[C:14](=[CH:15][C:16]([Cl:20])=[CH:17][CH:18]=3)[N:13]([C:24]3[CH:29]=[N:28][C:27]([C:30]([F:33])([F:32])[F:31])=[CH:26][CH:25]=3)[C:12]=2[CH3:21])[CH:5]=1. Reported procedure: Prepared according to the procedure described in Example 27, Step 1, using the following starting materials: 3-(6-chloro-2-methyl-1H-indol-3-ylsulfanyl)-benzoic acid methyl ester and 5-bromo-2-trifluoromethylpyridine. The reactants are FC1=C(C=CC(=C1)O)C1=CC(=C2C(=N1)NN=C2C)CN2CC(N(CC2(C)C)C(COC)=O)(C)C (1-{4-[6-(2-Fluoro-4-hydroxy-phenyl)-3-methyl-1H-pyrazolo[3,4-b]pyridin-4-ylmethyl]-2,2,5,5-tetramethyl-piperazin-1-yl}-2-methoxy-ethanone), FC=1C=C(C=CC1C1=CC(=C2C(=N1)NN=C2C)CN2C(CNC(C2)(C)C)(C)C)O (3-fluoro-4-[3-methyl-4-(2,2,5,5-tetramethyl-piperazin-1-ylmethyl)-1H-pyrazolo[3,4-b]pyridin-6-yl]-phenol), C(C)(=O)OCC(=O)Cl (acetoxyacetyl chloride). Product: FC1=C(C=CC(=C1)O)C1=CC(=C2C(=N1)NN=C2C)CN2CC(N(CC2(C)C)C(CO)=O)(C)C (1-{4-[6-(2-Fluoro-4-hydroxy-phenyl)-3-methyl-1H-pyrazolo[3,4-b]pyridin-4-ylmethyl]-2,2,5,5-tetramethyl-piperazin-1-yl}-2-hydroxy-ethanone). Reaction SMILES: [F:1][C:2]1[CH:7]=[C:6]([OH:8])[CH:5]=[CH:4][C:3]=1[C:9]1[N:14]=[C:13]2[NH:15][N:16]=[C:17]([CH3:18])[C:12]2=[C:11]([CH2:19][N:20]2[C:25]([CH3:27])([CH3:26])[CH2:24][N:23]([C:28](=[O:32])[CH2:29][O:30]C)[C:22]([CH3:34])([CH3:33])[CH2:21]2)[CH:10]=1.FC1C=C(O)C=CC=1C1N=C2NN=C(C)C2=C(CN2CC(C)(C)NCC2(C)C)C=1.C(OCC(Cl)=O)(=O)C>>[F:1][C:2]1[CH:7]=[C:6]([OH:8])[CH:5]=[CH:4][C:3]=1[C:9]1[N:14]=[C:13]2[NH:15][N:16]=[C:17]([CH3:18])[C:12]2=[C:11]([CH2:19][N:20]2[C:25]([CH3:27])([CH3:26])[CH2:24][N:23]([C:28](=[O:32])[CH2:29][OH:30])[C:22]([CH3:34])([CH3:33])[CH2:21]2)[CH:10]=1. Procedure: The title compound was prepared in analogy to Example 75 (1-{4-[6-(2-Fluoro-4-hydroxy-phenyl)-3-methyl-1H-pyrazolo[3,4-b]pyridin-4-ylmethyl]-2,2,5,5-tetramethyl-piperazin-1-yl}-2-methoxy-ethanone) using 3-fluoro-4-[3-methyl-4-(2,2,5,5-tetramethyl-piperazin-1-ylmethyl)-1H-pyrazolo[3,4-b]pyridin-6-yl]-phenol and acetoxyacetyl chloride.